Dataset: the Open Reaction Database (ORD), a public repository of structured organic reaction records. Task: describe an organic reaction: reactants, conditions, products, and yield Solvent: C(Cl)(Cl)Cl (chloroform), C(Cl)(Cl)Cl (chloroform). Conditions: time 30 minute. Product: C(C)OC(=O)C1=CC=C(C=C1)N1CCN(CC1)C(N(CC)CC)=O (1-(4-ethoxycarbonylphenyl)-4-diethylcarbamoylpiperazine). Procedure details: In 90 ml of chloroform was dissolved 3.6 g (0.0152 mole) of 1-(4-ethoxycarbonylphenyl)piperazine at room temperature. The temperature was elevated at 50° C. and a solution of 1.54 g (0.0114 mole) of diethylcarbamoyl chloride in 45 ml of chloroform was dropped to the above solution over a period of 30 minutes. The mixture was heated and refluxed for 2 hours, and the insoluble substance was removed and the filtrate was subjected to distillation under reduced pressure. The residue was mixed with 50... Yield: 94.7%. As a reaction SMILES: [CH2:1]([O:3][C:4]([C:6]1[CH:11]=[CH:10][C:9]([N:12]2[CH2:17][CH2:16][NH:15][CH2:14][CH2:13]2)=[CH:8][CH:7]=1)=[O:5])[CH3:2].[CH2:18]([N:20]([CH2:24][CH3:25])[C:21](Cl)=[O:22])[CH3:19]>C(Cl)(Cl)Cl>[CH2:1]([O:3][C:4]([C:6]1[CH:7]=[CH:8][C:9]([N:12]2[CH2:13][CH2:14][N:15]([C:21](=[O:22])[N:20]([CH2:24][CH3:25])[CH2:18][CH3:19])[CH2:16][CH2:17]2)=[CH:10][CH:11]=1)=[O:5])[CH3:2]. Reactants: C(C)OC(=O)C1=CC=C(C=C1)N1CCNCC1 (1-(4-ethoxycarbonylphenyl)piperazine), C(C)N(C(=O)Cl)CC (diethylcarbamoyl chloride). Starting materials: CC(C)Oc1ccc(-c2ccc3c(N4CCOCC4C)nc(N4CCOCC4C)nc3n2)cc1C#N, [Na+], [OH-], O, O=S(=O)(O)O. Product: CC(C)Oc1ccc(-c2ccc3c(N4CCOCC4C)nc(N4CCOCC4C)nc3n2)cc1C(N)=O. Reaction SMILES: [CH3:1][CH:2]1[CH2:3][O:4][CH2:5][CH2:6][N:7]1[c:8]1[n:9][c:10]([N:30]2[CH:31]([CH3:36])[CH2:32][O:33][CH2:34][CH2:35]2)[c:11]2[c:12]([n:13]1)[n:14][c:15](-[c:18]1[cH:19][cH:20][c:21]([O:26][CH:27]([CH3:28])[CH3:29])[c:22]([C:23]#[N:24])[cH:25]1)[cH:16][cH:17]2.[Na+:43].[OH-:42].[OH2:44].[S:37]([OH:38])(=[O:39])(=[O:40])[OH:41]>>[CH3:1][CH:2]1[CH2:3][O:4][CH2:5][CH2:6][N:7]1[c:8]1[n:9][c:10]([N:30]2[CH:31]([CH3:36])[CH2:32][O:33][CH2:34][CH2:35]2)[c:11]2[c:12]([n:13]1)[n:14][c:15](-[c:18]1[cH:19][cH:20][c:21]([O:26][CH:27]([CH3:28])[CH3:29])[c:22]([C:23]([NH2:24])=[O:38])[cH:25]1)[cH:16][cH:17]2. Starting materials: OC1CCC(Nc2ncc3cccc(Br)c3n2)CC1, CN(C)C=O, OB(O)c1ccc(O)cc1, c1ccc(P(c2ccccc2)(c2ccccc2)[Pd](P(c2ccccc2)(c2ccccc2)c2ccccc2)(P(c2ccccc2)(c2ccccc2)c2ccccc2)P(c2ccccc2)(c2ccccc2)c2ccccc2)cc1. Yields the product Oc1ccc(-c2cccc3cnc(NC4CCC(O)CC4)nc23)cc1. RXN SMILES: [Br:1][c:2]1[cH:3][cH:4][cH:5][c:6]2[cH:7][n:8][c:9]([NH:12][CH:13]3[CH2:14][CH2:15][CH:16]([OH:19])[CH2:17][CH2:18]3)[n:10][c:11]12.[O:107]=[CH:108][N:109]([CH3:110])[CH3:111].[OH:20][c:21]1[cH:22][cH:23][c:24]([B:27]([OH:28])[OH:29])[cH:25][cH:26]1.[cH:30]1[cH:31][cH:32][c:33]([P:34]([Pd:35]([P:36]([c:37]2[cH:38][cH:39][cH:40][cH:41][cH:42]2)([c:43]2[cH:44][cH:45][cH:46][cH:47][cH:48]2)[c:49]2[cH:50][cH:51][cH:52][cH:53][cH:54]2)([P:55]([c:56]2[cH:57][cH:58][cH:59][cH:60][cH:61]2)([c:62]2[cH:63][cH:64][cH:65][cH:66][cH:67]2)[c:68]2[cH:69][cH:70][cH:71][cH:72][cH:73]2)[P:74]([c:75]2[cH:76][cH:77][cH:78][cH:79][cH:80]2)([c:81]2[cH:82][cH:83][cH:84][cH:85][cH:86]2)[c:87]2[cH:88][cH:89][cH:90][cH:91][cH:92]2)([c:93]2[cH:94][cH:95][cH:96][cH:97][cH:98]2)[c:99]2[cH:100][cH:101][cH:102][cH:103][cH:104]2)[cH:105][cH:106]1>>[c:2]1(-[c:24]2[cH:23][cH:22][c:21]([OH:20])[cH:26][cH:25]2)[cH:3][cH:4][cH:5][c:6]2[cH:7][n:8][c:9]([NH:12][CH:13]3[CH2:14][CH2:15][CH:16]([OH:19])[CH2:17][CH2:18]3)[n:10][c:11]12. Reactants: NC1=C(C=CC=C1)C(CCC1CCN(CC1)C(=O)OC(C)(C)C)=O (tert-Butyl 4-(3-(2-aminophenyl)-3-oxopropyl)piperidine-1-carboxylate), BrC1=CC=CC=C1 (1-bromobenzene), CC(C)([O-])C.[K+] (potassium tert-butoxide). The reagents and catalysts are C=1C=CC(=CC1)/C=C/C(=O)/C=C/C2=CC=CC=C2.C=1C=CC(=CC1)/C=C/C(=O)/C=C/C2=CC=CC=C2.[Pd] (bis(dibenzylideneacetone)palladium), C1(=CC=CC=C1)P(C1=CC=CC=2C(C3=CC=CC(=C3OC12)P(C1=CC=CC=C1)C1=CC=CC=C1)(C)C)C1=CC=CC=C1 (4,5-bis(diphenylphosphino)-9,9-dimethyl-9H-xanthene). Conditions: temperature 105 celsius. Yields the product O=C(CCC1CCN(CC1)C(=O)OC(C)(C)C)C1=C(C=CC=C1)NC1=CC=CC=C1 (tert-Butyl 4-(3-oxo-3-(2-(phenylamino)phenyl)propyl)piperidine-1-carboxylate). The yield is 55.7%. As a reaction SMILES: [NH2:1][C:2]1[CH:7]=[CH:6][CH:5]=[CH:4][C:3]=1[C:8](=[O:24])[CH2:9][CH2:10][CH:11]1[CH2:16][CH2:15][N:14]([C:17]([O:19][C:20]([CH3:23])([CH3:22])[CH3:21])=[O:18])[CH2:13][CH2:12]1.Br[C:26]1[CH:31]=[CH:30][CH:29]=[CH:28][CH:27]=1.CC(C)([O-])C.[K+]>C1C=CC(/C=C/C(/C=C/C2C=CC=CC=2)=O)=CC=1.C1C=CC(/C=C/C(/C=C/C2C=CC=CC=2)=O)=CC=1.[Pd].C1(P(C2C=CC=CC=2)C2C3OC4C(=CC=CC=4P(C4C=CC=CC=4)C4C=CC=CC=4)C(C)(C)C=3C=CC=2)C=CC=CC=1>[O:24]=[C:8]([C:3]1[CH:4]=[CH:5][CH:6]=[CH:7][C:2]=1[NH:1][C:26]1[CH:31]=[CH:30][CH:29]=[CH:28][CH:27]=1)[CH2:9][CH2:10][CH:11]1[CH2:12][CH2:13][N:14]([C:17]([O:19][C:20]([CH3:21])([CH3:23])[CH3:22])=[O:18])[CH2:15][CH2:16]1 |f:2.3,4.5.6|. Procedure details: A flask was charged with the compound prepared in Example 302 (0.533 g), 1-bromobenzene (0.252 g), potassium tert-butoxide (0.252 g), 4,5-bis(diphenylphosphino)-9,9-dimethyl-9H-xanthene (0.056 mg), and bis(dibenzylideneacetone)palladium (0.037 g) and flushed with nitrogen gas. Toluene (30 mL) which was thoroughly purged with nitrogen gas was added and the reaction mixture heated at 105° C. for 18 hours. The reaction mixture was concentrated under reduced pressure to afford the crude material, wh... The reactants are ClC1=C(C=CC=C1N1C(COCC1)=O)S(=O)(=O)N[C@H](C(=O)O)CC1=NOC(=C1)C=1SC(=CC1)Cl ((S)-2-[2-Chloro-3-(3-oxo-morpholin-4-yl)-benzenesulfonylamino]-3-[5-(5-chloro-thiophen-2-yl)-isoxazol-3-yl]-propionic acid), N1CCCCCC1 (azepane). The product is N1(CCCCCC1)C([C@H](CC1=NOC(=C1)C=1SC(=CC1)Cl)NS(=O)(=O)C1=C(C(=CC=C1)N1C(COCC1)=O)Cl)=O (N-{(S)-2-Azepan-1-yl-1-[5-(5-chloro-thiophen-2-yl)-isoxazol-3-ylmethyl]-2-oxo-ethyl}-2-chloro-3-(3-oxo-morpholin-4-yl)benzenesulfonamide). Reaction SMILES: [Cl:1][C:2]1[C:7]([N:8]2[CH2:13][CH2:12][O:11][CH2:10][C:9]2=[O:14])=[CH:6][CH:5]=[CH:4][C:3]=1[S:15]([NH:18][C@@H:19]([CH2:23][C:24]1[CH:28]=[C:27]([C:29]2[S:30][C:31]([Cl:34])=[CH:32][CH:33]=2)[O:26][N:25]=1)[C:20]([OH:22])=O)(=[O:17])=[O:16].[NH:35]1[CH2:41][CH2:40][CH2:39][CH2:38][CH2:37][CH2:36]1>>[N:35]1([C:20](=[O:22])[C@@H:19]([NH:18][S:15]([C:3]2[CH:4]=[CH:5][CH:6]=[C:7]([N:8]3[CH2:13][CH2:12][O:11][CH2:10][C:9]3=[O:14])[C:2]=2[Cl:1])(=[O:17])=[O:16])[CH2:23][C:24]2[CH:28]=[C:27]([C:29]3[S:30][C:31]([Cl:34])=[CH:32][CH:33]=3)[O:26][N:25]=2)[CH2:41][CH2:40][CH2:39][CH2:38][CH2:37][CH2:36]1. Reported procedure: Intermediate 12 (300 mg, 0.55 mmol) and azepane (54 mg, 0.55 mmol) were coupled using the procedure described in example 1; 1.9. As a reaction SMILES: [C:51](=[O:52])([OH:53])[O-:54].[CH2:1]([CH2:2][CH3:3])[NH:4][N:5]1[C:6](=[O:14])[CH2:7][c:8]2[cH:9][cH:10][cH:11][cH:12][c:13]21.[Cl:35][c:36]1[c:37]([F:42])[cH:38][n:39][cH:40][cH:41]1.[Cl:43][c:44]1[cH:45][cH:46][n:47][cH:48][c:49]1[F:50].[Cl:56][CH2:57][Cl:58].[ClH:34].[Na+:55].[OH2:22].[OH:15][c:16]1[cH:17][cH:18][cH:19][cH:20][cH:21]1.[c:23]1([CH3:24])[cH:25][cH:26][c:27]([S:28]([OH:29])(=[O:30])=[O:31])[cH:32][cH:33]1>>[CH2:1]([CH2:2][CH2:3][c:36]1[c:37]([F:42])[cH:38][n:39][cH:40][cH:41]1)[NH:4][N:5]1[C:6](=[O:14])[CH2:7][c:8]2[cH:9][cH:10][cH:11][cH:12][c:13]21. Yields the product O=C1Cc2ccccc2N1NCCCc1ccncc1F. Reactants: O=C([O-])O, CCCNN1C(=O)Cc2ccccc21, Fc1cnccc1Cl, Fc1cnccc1Cl, ClCCl, Cl, [Na+], O, Oc1ccccc1, Cc1ccc(S(=O)(=O)O)cc1. Product: ClC1=CC=C(C=C1)C(C(=O)OC)C(C)C (methyl 2-(4-chlorophenyl)-3-methylbutanoate), residue. Conditions: time 8 hour. Reactants: ClC1=CC=C(C=C1)C(C(=O)O)C(C)C (2-(4-chlorophenyl)-3-methylbutyric acid), OS(=O)(=O)O (H2SO4), CO (CH3OH), (2R)-3-methyl-2-[4(trifluoromethylsllfonyloxy)phenyl]butanoic acid. Reaction SMILES: [Cl:1][C:2]1[CH:7]=[CH:6][C:5]([CH:8]([CH:12]([CH3:14])[CH3:13])[C:9]([OH:11])=[O:10])=[CH:4][CH:3]=1.OS(O)(=O)=O.[CH3:20]O>>[Cl:1][C:2]1[CH:3]=[CH:4][C:5]([CH:8]([CH:12]([CH3:14])[CH3:13])[C:9]([O:11][CH3:20])=[O:10])=[CH:6][CH:7]=1. Procedure details: Preparation of (2R)-3-methyl-2-[4(trifluoromethylsllfonyloxy)phenyl]butanoic acid. To a solution of commercial 2-(4-chlorophenyl)-3-methylbutyric acid (1 g, 4.7 mmol) in CH3OH (10 mL), few drops of conc. H2SO4 were added, and the resulting mixture was left stirring at room temperature overnight. After solvent evaporation under vacuum, CH2Cl2 (10 mL) and H2O (10 mL) were added; the two phases were separated and the organic one dried over Na2SO4, filtered and evaporated under vacuum to give the in... Reactants: NC1=C2N=CN(C2=NC(=N1)Cl)[C@H]1[C@@H]([C@@H]([C@H](C1)NC(C(C)C)=O)O)O (N-[(1S,2R,3S,4R)-4-(6-Amino-2-chloro-purin-9-yl)-2,3-dihydroxy-cyclopentyl]-isobutyramide), C(C)N1C=NC(=C1)CCN (2-(1-ethyl-1H-imidazol-4-yl)-ethylamine). Yields the product NC1=C2N=CN(C2=NC(=N1)NCCC=1N=CN(C1)CC)[C@H]1[C@@H]([C@@H]([C@H](C1)NC(C(C)C)=O)O)O (N-((1S,2R,3S,4R)-4-{6-Amino-2-[2-(1-ethyl-1H-imidazol-4-yl)-ethylamino]-purin-9-yl}-2,3-dihydroxy-cyclopentyl)-isobutyramide). As a reaction SMILES: [NH2:1][C:2]1[N:10]=[C:9](Cl)[N:8]=[C:7]2[C:3]=1[N:4]=[CH:5][N:6]2[C@@H:12]1[CH2:16][C@H:15]([NH:17][C:18](=[O:22])[CH:19]([CH3:21])[CH3:20])[C@@H:14]([OH:23])[C@H:13]1[OH:24].[CH2:25]([N:27]1[CH:31]=[C:30]([CH2:32][CH2:33][NH2:34])[N:29]=[CH:28]1)[CH3:26]>>[NH2:1][C:2]1[N:10]=[C:9]([NH:34][CH2:33][CH2:32][C:30]2[N:29]=[CH:28][N:27]([CH2:25][CH3:26])[CH:31]=2)[N:8]=[C:7]2[C:3]=1[N:4]=[CH:5][N:6]2[C@@H:12]1[CH2:16][C@H:15]([NH:17][C:18](=[O:22])[CH:19]([CH3:21])[CH3:20])[C@@H:14]([OH:23])[C@H:13]1[OH:24]. Procedure: N-[(1S,2R,3S,4R)-4-(6-Amino-2-chloro-purin-9-yl)-2,3-dihydroxy-cyclopentyl]-isobutyramide is reacted with and 2-(1-ethyl-1H-imidazol-4-yl)-ethylamine to give the title compound Lasing a procedure analogous to that of Example 9. MS (ES+) m/e 458 (MH+).